From a dataset of the Open Reaction Database (ORD), a public repository of structured organic reaction records. describe an organic reaction: reactants, conditions, products, and yield Starting materials: ClC1=NN2C(C(=CC=C2)C2=C(C=CC(=C2)C(F)(F)F)OC)=N1 (2-chloro-8-(2-methoxy-5-trifluoromethyl-phenyl)-[1,2,4]triazolo[1,5-a]pyridine), C(C)(C)(C)OC(=O)N1CCC2=C(CC1)C=CC(=C2)N (7-amino-1,2,4,5-tetrahydro-3-benzazepine-3-carboxylic acid tert-butyl ester). Product: C(C)(C)(C)OC(=O)N1CCC2=C(CC1)C=CC(=C2)NC2=NN1C(C(=CC=C1)C1=C(C=CC(=C1)C(F)(F)F)OC)=N2 (7-[8-(2-Methoxy-5-trifluoromethyl-phenyl)-[1,2,4]triazolo[1,5-a]pyridin-2-ylamino]-1,2,4,5-tetrahydro-3-benzazepine-3-carboxylic acid tert-butyl ester), product. Isolated yield 71.0%. RXN SMILES: Cl[C:2]1[N:22]=[C:5]2[C:6]([C:10]3[CH:15]=[C:14]([C:16]([F:19])([F:18])[F:17])[CH:13]=[CH:12][C:11]=3[O:20][CH3:21])=[CH:7][CH:8]=[CH:9][N:4]2[N:3]=1.[C:23]([O:27][C:28]([N:30]1[CH2:36][CH2:35][C:34]2[CH:37]=[CH:38][C:39]([NH2:41])=[CH:40][C:33]=2[CH2:32][CH2:31]1)=[O:29])([CH3:26])([CH3:25])[CH3:24]>>[C:23]([O:27][C:28]([N:30]1[CH2:36][CH2:35][C:34]2[CH:37]=[CH:38][C:39]([NH:41][C:2]3[N:22]=[C:5]4[C:6]([C:10]5[CH:15]=[C:14]([C:16]([F:19])([F:18])[F:17])[CH:13]=[CH:12][C:11]=5[O:20][CH3:21])=[CH:7][CH:8]=[CH:9][N:4]4[N:3]=3)=[CH:40][C:33]=2[CH2:32][CH2:31]1)=[O:29])([CH3:26])([CH3:24])[CH3:25]. Procedure: 7-[8-(2-Methoxy-5-trifluoromethyl-phenyl)-[1,2,4]triazolo[1,5-a]pyridin-2-ylamino]-1,2,4,5-tetrahydro-3-benzazepine-3-carboxylic acid tert-butyl ester was prepared from 2-chloro-8-(2-methoxy-5-trifluoromethyl-phenyl)-[1,2,4]triazolo[1,5-a]pyridine (0.630 g, 1.92 mmol) and 7-amino-1,2,4,5-tetrahydro-3-benzazepine-3-carboxylic acid tert-butyl ester (0.605 g, 2.31 mmol) in a manner analogous to Example 311b to give product (0.750 g, 71%). 1H NMR (400 MHz, (D3C)2SO, δ, ppm): 9.56 (s, 1H), 8.79 (d, 1... Reactants: ClC1=NC(=CC2=C(C=CC=C12)OC)NC1=NNC(=C1)C ((1-chloro-5-methoxy-isoquinolin-3-yl)-(5-methyl-1H-pyrazol-3-yl)-amine), FC1=C(C=CC(=C1)F)B(O)O (2,4-difluoro-phenylboronic acid). Yields the product FC1=C(C=CC(=C1)F)C1=NC(=CC2=C(C=CC=C12)OC)NC1=NNC(=C1)C ([1-(2,4-difluoro-phenyl)-5-methoxy-isoquinolin-3-yl]-(5-methyl-1H-pyrazol-3-yl)-amine). RXN SMILES: Cl[C:2]1[C:11]2[C:6](=[C:7]([O:12][CH3:13])[CH:8]=[CH:9][CH:10]=2)[CH:5]=[C:4]([NH:14][C:15]2[CH:19]=[C:18]([CH3:20])[NH:17][N:16]=2)[N:3]=1.[F:21][C:22]1[CH:27]=[C:26]([F:28])[CH:25]=[CH:24][C:23]=1B(O)O>>[F:21][C:22]1[CH:27]=[C:26]([F:28])[CH:25]=[CH:24][C:23]=1[C:2]1[C:11]2[C:6](=[C:7]([O:12][CH3:13])[CH:8]=[CH:9][CH:10]=2)[CH:5]=[C:4]([NH:14][C:15]2[CH:19]=[C:18]([CH3:20])[NH:17][N:16]=2)[N:3]=1. Procedure details: Similar procedure as described in example 131 was used, starting from (1-chloro-5-methoxy-isoquinolin-3-yl)-(5-methyl-1H-pyrazol-3-yl)-amine and 2,4-difluoro-phenylboronic acid to give [1-(2,4-difluoro-phenyl)-5-methoxy-isoquinolin-3-yl]-(5-methyl-1H-pyrazol-3-yl)-amine. LC-MS m/e 367(MH+). Starting materials: O=C(OCc1ccccc1)c1cc(Cl)cc(OCCCO)c1, CCOC(=O)N=NC(=O)OCC, C1CCOC1, O=C1c2ccccc2C(=O)N1O, c1ccc(P(c2ccccc2)c2ccccc2)cc1. The product is O=C(OCc1ccccc1)c1cc(Cl)cc(OCCCON2C(=O)c3ccccc3C2=O)c1. As a reaction SMILES: [Cl:1][c:2]1[cH:3][c:4]([C:5](=[O:6])[O:7][CH2:8][c:9]2[cH:10][cH:11][cH:12][cH:13][cH:14]2)[cH:15][c:16]([O:18][CH2:19][CH2:20][CH2:21][OH:22])[cH:17]1.[O:54]=[C:55]([O:56][CH2:57][CH3:58])[N:59]=[N:60][C:61]([O:62][CH2:63][CH3:64])=[O:65].[O:66]1[CH2:67][CH2:68][CH2:69][CH2:70]1.[OH:42][N:43]1[C:44](=[O:53])[c:45]2[c:46]([cH:49][cH:50][cH:51][cH:52]2)[C:47]1=[O:48].[c:23]1([P:24]([c:25]2[cH:26][cH:27][cH:28][cH:29][cH:30]2)[c:31]2[cH:32][cH:33][cH:34][cH:35][cH:36]2)[cH:37][cH:38][cH:39][cH:40][cH:41]1>>[Cl:1][c:2]1[cH:3][c:4]([C:5](=[O:6])[O:7][CH2:8][c:9]2[cH:10][cH:11][cH:12][cH:13][cH:14]2)[cH:15][c:16]([O:18][CH2:19][CH2:20][CH2:21][O:22][N:43]2[C:44](=[O:53])[c:45]3[c:46]([cH:49][cH:50][cH:51][cH:52]3)[C:47]2=[O:48])[cH:17]1. Starting materials: C(#N)C1=CC2=C(N(C(=N2)C(C)(O)C2=C3C=CN(C3=C(C=C2OCC(=O)OC)C)C(=O)OC(C)(C)C)COCC[Si](C)(C)C)C=C1 ((±)-tert-butyl 4-(1-(5-cyano-1-((2-(trimethylsilyl)ethoxy)methyl)-1H-benzo[d]imidazol-2-yl)-1-hydroxyethyl)-5-(2-methoxy-2-oxoethoxy)-7-methyl-1H-indole-1-carboxylate), C(#N)C=1C=CC2=C(N(C(=N2)C(C)(O)C2=C3C=CN(C3=C(C=C2OCC(=O)OC)C)C(=O)OC(C)(C)C)COCC[Si](C)(C)C)C1 ((±)-tert-butyl 4-(1-(6-cyano-1-((2-(trimethylsilyl)ethoxy)methyl)-1H-benzo[d]imidazol-2-yl)-1-hydroxyethyl)-5-(2-methoxy-2-oxoethoxy)-7-methyl-1H-indole-1-carboxylate). Yields the product C(#N)C1=CC2=C(NC(=N2)C(C)(O)C2=C3C=CNC3=C(C=C2OCC(=O)O)C)C=C1 ((±)-2-((4-(1-(5-Cyano-1H-benzo[d]imidazol-2-yl)-1-hydroxyethyl)-7-methyl-1H-indol-5-yl)oxy)acetic acid). Reaction SMILES: [C:1]([C:3]1[CH:45]=[CH:44][C:6]2[N:7](COCC[Si](C)(C)C)[C:8]([C:10]([C:13]3[C:21]([O:22][CH2:23][C:24]([O:26]C)=[O:25])=[CH:20][C:19]([CH3:28])=[C:18]4[C:14]=3[CH:15]=[CH:16][N:17]4C(OC(C)(C)C)=O)([OH:12])[CH3:11])=[N:9][C:5]=2[CH:4]=1)#[N:2].C(C1C=CC2N=C(C(C3C(OCC(OC)=O)=CC(C)=C4C=3C=CN4C(OC(C)(C)C)=O)(O)C)N(COCC[Si](C)(C)C)C=2C=1)#N>>[C:1]([C:3]1[CH:45]=[CH:44][C:6]2[NH:7][C:8]([C:10]([C:13]3[C:21]([O:22][CH2:23][C:24]([OH:26])=[O:25])=[CH:20][C:19]([CH3:28])=[C:18]4[C:14]=3[CH:15]=[CH:16][NH:17]4)([OH:12])[CH3:11])=[N:9][C:5]=2[CH:4]=1)#[N:2]. Procedure details: A mixture of (±)-tert-butyl 4-(1-(5-cyano-1-((2-(trimethylsilyl)ethoxy)methyl)-1H-benzo[d]imidazol-2-yl)-1-hydroxyethyl)-5-(2-methoxy-2-oxoethoxy)-7-methyl-1H-indole-1-carboxylate and (±)-tert-butyl 4-(1-(6-cyano-1-((2-(trimethylsilyl)ethoxy)methyl)-1H-benzo[d]imidazol-2-yl)-1-hydroxyethyl)-5-(2-methoxy-2-oxoethoxy)-7-methyl-1H-indole-1-carboxylate was fully deprotected using the same procedure as described in Example 24-B to give the title compound. 1H NMR (TFA salt, 400 MHz, MeOH-d4) δ ppm 8.0... Starting materials: N[C@@H](CC(=O)O)C(=O)O (L-aspartic acid), formic acid, acetic anhydride, C(C)(C)O (isopropyl alcohol). Yields the product C(=O)N[C@H]1CC(=O)OC1=O (N-formyl aspartic anhydride). As a reaction SMILES: [NH2:1][C@H:2]([C:7]([OH:9])=[O:8])[CH2:3][C:4]([OH:6])=O.[CH:10]([OH:13])(C)C>>[CH:10]([NH:1][C@@H:2]1[C:7](=[O:8])[O:9][C:4](=[O:6])[CH2:3]1)=[O:13]. Procedure details: formylating L-aspartic acid in a first reaction mixture of formic acid, acetic anhydride and isopropyl alcohol to yield N-formyl aspartic anhydride;